This data is from the Open Reaction Database (ORD), a public repository of structured organic reaction records. The task is: describe an organic reaction: reactants, conditions, products, and yield The product is COC=1C=C2C(=C(N(C2=CC1)C1=NC=NC2=CC=CC=C12)C)CC(=O)OCC (ethyl 5-methoxy-2-methyl-1-(quinazolin-4-yl)indol-3-ylacetate). Reaction conditions: time 15 minute. Reactants: CC=1NC2=CC=C(C=C2C1CC(=O)OCC)OC (ethyl 2-methyl-5-methoxyindol-3-ylacetate), ClC1=NC=NC2=CC=CC=C12 (4-chloroquinazoline), O (water), [H-].[Na+] (sodium hydride). Reported procedure: A stirred suspension of sodium hydride (0.24g.) in dry dimethylformamide (20ml.; dried with calcium hydride) was treated at 5°-10° C. with a solution of ethyl 2-methyl-5-methoxyindol-3-ylacetate (2.3g.) in dry dimethylformamide (10ml.). The mixture was stirred at 25°-30° C. for 15 minutes, and the solution obtained was treated with a freshly prepared solution of 4-chloroquinazoline (1.65g.) in dry dimethylformamide (10ml.). The mixture was stirred at 30°-40° C, for 4 hours, and then poured into ... As a reaction SMILES: [H-].[Na+].[CH3:3][C:4]1[NH:5][C:6]2[C:11]([C:12]=1[CH2:13][C:14]([O:16][CH2:17][CH3:18])=[O:15])=[CH:10][C:9]([O:19][CH3:20])=[CH:8][CH:7]=2.Cl[C:22]1[C:31]2[C:26](=[CH:27][CH:28]=[CH:29][CH:30]=2)[N:25]=[CH:24][N:23]=1.O>CN(C)C=O>[CH3:20][O:19][C:9]1[CH:10]=[C:11]2[C:6](=[CH:7][CH:8]=1)[N:5]([C:22]1[C:31]3[C:26](=[CH:27][CH:28]=[CH:29][CH:30]=3)[N:25]=[CH:24][N:23]=1)[C:4]([CH3:3])=[C:12]2[CH2:13][C:14]([O:16][CH2:17][CH3:18])=[O:15] |f:0.1|. Solvent: CN(C=O)C (dimethylformamide), CN(C=O)C (dimethylformamide), CN(C=O)C (dimethylformamide). As a reaction SMILES: [CH3:1][C:2]1[CH:3]=[C:4]([C:15]2[N:19]=[C:18]([CH3:20])[O:17][N:16]=2)[CH:5]=[C:6]([CH3:14])[C:7]=1[O:8][CH2:9][CH2:10][CH2:11][C:12]#[CH:13].C([Li])CCC.[F:26][C:27]([F:34])([F:33])[C:28](OCC)=[O:29].B(F)(F)F>O1CCCC1>[CH3:1][C:2]1[CH:3]=[C:4]([C:15]2[N:19]=[C:18]([CH3:20])[O:17][N:16]=2)[CH:5]=[C:6]([CH3:14])[C:7]=1[O:8][CH2:9][CH2:10][CH2:11][C:12]#[C:13][C:28](=[O:29])[C:27]([F:34])([F:33])[F:26]. Reactants: CC=1C=C(C=C(C1OCCCC#C)C)C1=NOC(=N1)C (3-[3,5-dimethyl-4-(3-ethinylpropoxy)phenyl]-5-methyl-1,2,4-oxadiazole), B(F)(F)F (boron trifluoride), C(CCC)[Li] (butyl lithium), FC(C(=O)OCC)(F)F (ethyl trifluoroacetate). Reaction conditions: temperature -70 celsius, time 5 hour. Procedure: A solution of 2.0 g 3-[3,5-dimethyl-4-(3-ethinylpropoxy)phenyl]-5-methyl-1,2,4-oxadiazole, prepared by a procedure similar to that described in Example 1(b), in 50 mls anhydrous tetrahydrofuran in an argon atmosphere was chilled to about -70° C. To this solution there was added 3.7 mls butyl lithium followed by ethyl trifluoroacetate and, after ten minutes, 1.5 mls boron trifluoride ethereate. The solution was stirred for five hours at -70° C. and then overnight without cooling, quenched with 20... Product: CC=1C=C(C=C(C1OCCCC#CC(C(F)(F)F)=O)C)C1=NOC(=N1)C (3-{3,5-Dimethyl-4-[3-(trifluoroacetylethinyl)propoxy]phenyl}-5-methyl-1,2,4-oxadiazole). Run in O1CCCC1 (tetrahydrofuran). The reactants are C[P+](C)(C)CC#N, CCC#N, CCNC(=O)c1ccc(N2CCNCC2)cc1, CCN(C(C)C)C(C)C, [I-], O=C1Nc2cc(CO)cnc2N2CCCCC12. Product: CCNC(=O)c1ccc(N2CCN(Cc3cnc4c(c3)NC(=O)C3CCCCN43)CC2)cc1. RXN SMILES: [C:36]([CH2:37][P+:38]([CH3:39])([CH3:40])[CH3:41])#[N:42].[C:52](#[N:53])[CH2:54][CH3:55].[CH2:18]([CH3:19])[NH:20][C:21]([c:22]1[cH:23][cH:24][c:25]([N:28]2[CH2:29][CH2:30][NH:31][CH2:32][CH2:33]2)[cH:26][cH:27]1)=[O:34].[CH:43]([N:44]([CH2:45][CH3:46])[CH:47]([CH3:48])[CH3:49])([CH3:50])[CH3:51].[I-:35].[OH:1][CH2:2][c:3]1[cH:4][c:5]2[c:10]([n:11][cH:12]1)[N:9]1[CH:8]([C:7](=[O:17])[NH:6]2)[CH2:16][CH2:15][CH2:14][CH2:13]1>>[CH2:2]([c:3]1[cH:4][c:5]2[c:10]([n:11][cH:12]1)[N:9]1[CH:8]([C:7](=[O:17])[NH:6]2)[CH2:16][CH2:15][CH2:14][CH2:13]1)[N:31]1[CH2:30][CH2:29][N:28]([c:25]2[cH:24][cH:23][c:22]([C:21]([NH:20][CH2:18][CH3:19])=[O:34])[cH:27][cH:26]2)[CH2:33][CH2:32]1. Reactants: C(#N)C1=CC(=C(C=C1)N=C1SC2(CN1)CCCC2)C (2-(4-cyano-2-methylphenylimino)-1-thia-3-azaspiro[4.4]nonane), C(C(C)C)Br (isobutyl bromide). The product is C(C(C)C)N1C(SC2(C1)CCCC2)=NC2=C(C=C(C=C2)C#N)C (3-isobutyl-2-(4-cyano-2-methylphenylimino)-1-thia-3-azaspiro[4.4]nonane). As a reaction SMILES: [C:1]([C:3]1[CH:8]=[CH:7][C:6]([N:9]=[C:10]2[NH:14][CH2:13][C:12]3([CH2:18][CH2:17][CH2:16][CH2:15]3)[S:11]2)=[C:5]([CH3:19])[CH:4]=1)#[N:2].[CH2:20](Br)[CH:21]([CH3:23])[CH3:22]>>[CH2:20]([N:14]1[CH2:13][C:12]2([CH2:15][CH2:16][CH2:17][CH2:18]2)[S:11][C:10]1=[N:9][C:6]1[CH:7]=[CH:8][C:3]([C:1]#[N:2])=[CH:4][C:5]=1[CH3:19])[CH:21]([CH3:23])[CH3:22]. Procedure: 1-Amino-1-(hydroxymethyl)cyclopentane was synthesized as described in Method B1c. The 2-hydroxyethylamine was reacted with SOCl2 according to Method B7a to give 1-amino-1-(chloromethyl)cyclopentane HCl salt. The 2-chloroethylamine was reacted with 4-cyano-2-ethylphenyl isothiocyanate according to Method C1a to give 2-(4-cyano-2-methylphenylimino)-1-thia-3-azaspiro[4.4]nonane. The thiazolidine was reacted with isobutyl bromide according to Method D2b to give 3-isobutyl-2-(4-cyano-2-methylphenylim...